This data is from the Open Reaction Database (ORD), a public repository of structured organic reaction records. The task is: describe an organic reaction: reactants, conditions, products, and yield Reactants: ClC1=C(C=NC2=CC=C(N=C12)Cl)C(CC)=O (1-(4,6-dichloro-1,5-naphthyridin-3-yl)propan-1-one), CN(C)C[C@@H]1CC[C@H](CC1)N (trans-4-((dimethylamino)methyl)cyclohexanamine). Yields the product ClC=1N=C2C(=C(C=NC2=CC1)C(CC)=O)NC1CCC(CC1)CN(C)C (1-(6-chloro-4-((4-((dimethylamino)methyl)cyclohexyl)amino)-1,5-naphthyridin-3-yl)propan-1-one). Isolated yield 93.4%. Reaction SMILES: Cl[C:2]1[C:11]2[C:6](=[CH:7][CH:8]=[C:9]([Cl:12])[N:10]=2)[N:5]=[CH:4][C:3]=1[C:13](=[O:16])[CH2:14][CH3:15].[CH3:17][N:18]([CH2:20][C@H:21]1[CH2:26][CH2:25][C@H:24]([NH2:27])[CH2:23][CH2:22]1)[CH3:19]>>[Cl:12][C:9]1[N:10]=[C:11]2[C:6](=[CH:7][CH:8]=1)[N:5]=[CH:4][C:3]([C:13](=[O:16])[CH2:14][CH3:15])=[C:2]2[NH:27][CH:24]1[CH2:25][CH2:26][CH:21]([CH2:20][N:18]([CH3:19])[CH3:17])[CH2:22][CH2:23]1. Procedure: Following general procedure I, 1-(4,6-dichloro-1,5-naphthyridin-3-yl)propan-1-one (255 mg, 1.0 mmol) was reacted with trans-4-((dimethylamino)methyl)cyclohexanamine (310 mg, 2.0 mmol) to afford the product (350 mg, 93%) as a white solid: ESI MS m/z 375 [M+H]+. Starting materials: CC(C)(C)NCC(O)COc1cccc2c1CC(=O)N2, O=C(OC(=O)c1ccccc1)c1ccccc1, CN(C)P(=O)(N(C)C)N(C)C, N, O, O=C(O)c1ccccc1. Yields the product CC(C)(C)NCC(COc1cccc2c1CC(=O)N2)OC(=O)c1ccccc1. Reaction SMILES: [C:1]([CH3:2])([CH3:3])([CH3:4])[NH:5][CH2:6][CH:7]([CH2:8][O:9][c:10]1[c:11]2[c:15]([cH:16][cH:17][cH:18]1)[NH:14][C:13](=[O:19])[CH2:12]2)[OH:20].[C:30]([O:31][C:32](=[O:33])[c:34]1[cH:35][cH:36][cH:37][cH:38][cH:39]1)(=[O:40])[c:41]1[cH:42][cH:43][cH:44][cH:45][cH:46]1.[CH3:48][N:49]([CH3:50])[P:51](=[O:52])([N:53]([CH3:54])[CH3:55])[N:56]([CH3:57])[CH3:58].[NH3:47].[OH2:59].[OH:21][C:22](=[O:23])[c:24]1[cH:25][cH:26][cH:27][cH:28][cH:29]1>>[C:1]([CH3:2])([CH3:3])([CH3:4])[NH:5][CH2:6][CH:7]([CH2:8][O:9][c:10]1[c:11]2[c:15]([cH:16][cH:17][cH:18]1)[NH:14][C:13](=[O:19])[CH2:12]2)[O:20][C:22](=[O:21])[c:24]1[cH:25][cH:26][cH:27][cH:28][cH:29]1. The reactants are COC(Cc1cccc(OCCCOc2ccccc2)c1)C(=O)O, CC(C)c1ccccc1O, COC(Cc1ccc(OCCCOc2ccccc2)cc1)C(=O)O. The product is COC(Cc1cccc(OCCCOc2ccccc2C(C)C)c1)C(=O)O. RXN SMILES: [CH3:1][O:2][CH:3]([C:4](=[O:5])[OH:6])[CH2:7][c:8]1[cH:9][c:10]([O:14][CH2:15][CH2:16][CH2:17][O:18][c:19]2[cH:20][cH:21][cH:22][cH:23][cH:24]2)[cH:11][cH:12][cH:13]1.[CH3:25][CH:26]([CH3:27])[c:28]1[c:29]([OH:30])[cH:31][cH:32][cH:33][cH:34]1.[CH3:35][O:36][CH:37]([CH2:38][c:39]1[cH:40][cH:41][c:42]([O:43][CH2:44][CH2:45][CH2:46][O:47][c:48]2[cH:49][cH:50][cH:51][cH:52][cH:53]2)[cH:54][cH:55]1)[C:56]([OH:57])=[O:58]>>[CH3:1][O:2][CH:3]([C:4](=[O:5])[OH:6])[CH2:7][c:8]1[cH:9][c:10]([O:14][CH2:15][CH2:16][CH2:17][O:18][c:19]2[c:20]([CH:26]([CH3:25])[CH3:27])[cH:21][cH:22][cH:23][cH:24]2)[cH:11][cH:12][cH:13]1. The reactants are vi, C(CCCCC(=O)O)(=O)O (adipic acid), C(C)(=O)[O-].[Na+] (sodium acetate). The solvent is C(C)(=O)O (acetic acid). Product: C(CCCCC(=O)[O-])(=O)O.[Na+] (sodium hydrogen adipate). As a reaction SMILES: [C:1]([OH:10])(=[O:9])[CH2:2][CH2:3][CH2:4][CH2:5][C:6]([OH:8])=[O:7].C([O-])(=O)C.[Na+:15]>C(O)(=O)C>[C:1]([OH:10])(=[O:9])[CH2:2][CH2:3][CH2:4][CH2:5][C:6]([O-:8])=[O:7].[Na+:15] |f:1.2,4.5|. Procedure: In reaction ii, sodium bisulfate is reacted with sodium acetate to produce sodium sulfate and solid acetic acid. In reaction iii., malic acid is reacted with sodium acetate to produce sodium hydrogen diglycolate and solid acetic acid. In reaction iv., fumaric acid is reacted with sodium acetate to produce sodium hydrogen fumarate and solid acetic acid. In reaction v., tartaric acid is reacted with sodium acetate to produce sodium hydrogen tartrate and solid acetic acid. In reaction vi., adipic a... The reactants are CC(C)(C)OC(=O)N1CCN(c2ncccc2N)CC1, CN(C)C=O, [Cl-], C#CC(C)(C)Cl, [Cu]. Product: C#CC(C)(C)Nc1cccnc1N1CCN(C(=O)OC(C)(C)C)CC1. As a reaction SMILES: [CH3:1][C:2]([CH3:3])([O:4][C:5](=[O:6])[N:7]1[CH2:8][CH2:9][N:10]([c:13]2[n:14][cH:15][cH:16][cH:17][c:18]2[NH2:19])[CH2:11][CH2:12]1)[CH3:20].[CH3:28][N:29]([CH3:30])[CH:31]=[O:32].[Cl-:21].[Cl:22][C:23]([C:24]#[CH:25])([CH3:26])[CH3:27].[Cu:33]>>[CH3:1][C:2]([CH3:3])([O:4][C:5](=[O:6])[N:7]1[CH2:8][CH2:9][N:10]([c:13]2[n:14][cH:15][cH:16][cH:17][c:18]2[NH:19][C:23]([C:24]#[CH:25])([CH3:26])[CH3:27])[CH2:11][CH2:12]1)[CH3:20]. Reactants: C(C)(C)(C)[Si](O[C@H]1CN(CC1)S(=O)(=O)C1=C(C=CC=C1)NC1=NC(=NC=C1Cl)Cl)(C)C ({2-[(R)-3-(tert-Butyl-dimethyl-silanyloxy)-pyrrolidine-1-sulfonyl]-phenyl}-(2,5-dichloro-pyrimidin-4-yl)-amine), NC=1C=CC2=C(CCCC(C2)NCCO)C1OC (2-(2-Amino-1-methoxy-6,7,8,9-tetrahydro-5H-benzocyclohepten-6-ylamino)-ethanol). Product: ClC=1C(=NC(=NC1)NC=1C=CC2=C(CCCC(C2)NCCO)C1OC)NC1=C(C=CC=C1)S(=O)(=O)N1C[C@@H](CC1)O ((R)-1-(2-{5-Chloro-2-[6-(2-hydroxy-ethylamino)-1-methoxy-6,7,8,9-tetrahydro-5H-benzocyclohepten-2-ylamino]-pyrimidin-4-ylamino}-benzenesulfonyl)-pyrrolidin-3-ol). As a reaction SMILES: C([Si](C)(C)[O:6][C@@H:7]1[CH2:11][CH2:10][N:9]([S:12]([C:15]2[CH:20]=[CH:19][CH:18]=[CH:17][C:16]=2[NH:21][C:22]2[C:27]([Cl:28])=[CH:26][N:25]=[C:24](Cl)[N:23]=2)(=[O:14])=[O:13])[CH2:8]1)(C)(C)C.[NH2:32][C:33]1[CH:34]=[CH:35][C:36]2[CH2:42][CH:41]([NH:43][CH2:44][CH2:45][OH:46])[CH2:40][CH2:39][CH2:38][C:37]=2[C:47]=1[O:48][CH3:49]>>[Cl:28][C:27]1[C:22]([NH:21][C:16]2[CH:17]=[CH:18][CH:19]=[CH:20][C:15]=2[S:12]([N:9]2[CH2:10][CH2:11][C@@H:7]([OH:6])[CH2:8]2)(=[O:13])=[O:14])=[N:23][C:24]([NH:32][C:33]2[CH:34]=[CH:35][C:36]3[CH2:42][CH:41]([NH:43][CH2:44][CH2:45][OH:46])[CH2:40][CH2:39][CH2:38][C:37]=3[C:47]=2[O:48][CH3:49])=[N:25][CH:26]=1. Reported procedure: The title compound was prepared from {2-[(R)-3-(tert-Butyl-dimethyl-silanyloxy)-pyrrolidine-1-sulfonyl]-phenyl}-(2,5-dichloro-pyrimidin-4-yl)-amine (150 mg, 0.30 mmol) and 2-(2-Amino-1-methoxy-6,7,8,9-tetrahydro-5H-benzocyclohepten-6-ylamino)-ethanol (75 mg, 0.30 mmol) in an analagous manner to Example 946 to afford an off-white foam. Mp: 90-2° C. LCMS (m/e) 603 (M+1); 1H-NMR (CDCl3, 400 MHz) δ 9.37 (s, 1H), 8.49 (d, J=8 Hz, 1H), 8.16 (s, 1H), 7.98 (m, 2H), 7.61 (t, J=8 Hz, 1H), 7.52 (br s, 1H),... The reactants are NC(CO)(C)C1=NC(=CC=C1)Br (2-amino-2-(6-bromo-pyridin-2-yl)-propan-1-ol), C(=O)([O-])[O-].[K+].[K+] (K2CO3), CO (MeOH), ClCC(=O)Cl (2-chloroacetyl chloride). The solvent is C(Cl)Cl (DCM), O (H2O), C(Cl)Cl (DCM). Conditions: temperature 0 celsius, time 5 hour. The product is BrC1=CC=CC(=N1)C(CO)(C)NC(CCl)=O (N-[1-(6-bromo-pyridin-2-yl)-2-hydroxy-1-methyl-ethyl]-2-chloro-acetamide). As a reaction SMILES: [NH2:1][C:2]([C:6]1[CH:11]=[CH:10][CH:9]=[C:8]([Br:12])[N:7]=1)([CH3:5])[CH2:3][OH:4].C([O-])([O-])=O.[K+].[K+].[Cl:19][CH2:20][C:21](Cl)=[O:22].CO>C(Cl)Cl.O>[Br:12][C:8]1[N:7]=[C:6]([C:2]([NH:1][C:21](=[O:22])[CH2:20][Cl:19])([CH3:5])[CH2:3][OH:4])[CH:11]=[CH:10][CH:9]=1 |f:1.2.3|. Procedure: To a solution of 2-amino-2-(6-bromo-pyridin-2-yl)-propan-1-ol (4.9 g, 21.2 mmol) in DCM (50 ml) was added K2CO3 (5.86 g, 42.4 mmol). The reaction mixture was cooled to 0° C. and 2-chloroacetyl chloride (2.55 ml, 3.59 g, 31.8 mmol) was added dropwise. The reaction mixture was allowed to warm to rt and to stir for 5 h. MeOH (20 ml) was added and stirring was continued at rt for 1 h. The reaction mixture was diluted with H2O and DCM, the phases were separated and the aq. phase was twice extracted w...